Dataset: the Open Reaction Database (ORD), a public repository of structured organic reaction records. Task: describe an organic reaction: reactants, conditions, products, and yield The reactants are [Fe] (iron), NCC(=O)O (glycine). Solvent: O (water), O (water). Product: NCC(=O)[O-].[Fe+2].NCC(=O)[O-] (Iron Glycinate). RXN SMILES: [Fe:1].[NH2:2][CH2:3][C:4]([OH:6])=[O:5]>O>[NH2:2][CH2:3][C:4]([O-:6])=[O:5].[Fe+2:1].[NH2:2][CH2:3][C:4]([O-:6])=[O:5] |f:3.4.5|. Reported procedure: The water is heated to 60° C., and the iron II sulfate heptahydrate and the glycine are then introduced into the water in a mixer.